This data is from the Open Reaction Database (ORD), a public repository of structured organic reaction records. The task is: describe an organic reaction: reactants, conditions, products, and yield Product: CC(C)(C)OC(=O)N1CCCC(CN2CCCCC2)C1. The reactants are CC(=O)O, C1CCNCC1, CC(C)(C)OC(=O)N1CCCC(C=O)C1. Reaction SMILES: [C:22]([OH:23])(=[O:24])[CH3:25].[CH2:16]1[CH2:17][CH2:18][NH:19][CH2:20][CH2:21]1.[CH:1](=[O:2])[CH:3]1[CH2:4][N:5]([C:9](=[O:10])[O:11][C:12]([CH3:13])([CH3:14])[CH3:15])[CH2:6][CH2:7][CH2:8]1>>[CH2:1]([CH:3]1[CH2:4][N:5]([C:9](=[O:10])[O:11][C:12]([CH3:13])([CH3:14])[CH3:15])[CH2:6][CH2:7][CH2:8]1)[N:19]1[CH2:18][CH2:17][CH2:16][CH2:21][CH2:20]1.